Dataset: the Open Reaction Database (ORD), a public repository of structured organic reaction records. Task: describe an organic reaction: reactants, conditions, products, and yield Starting materials: CC1(C=NC(CCCCCCCC1)C(C)C)C (3,3-dimethyl-12-isopropyl-1-aza-cyclododecene), solid, [OH-].[Na+] (sodium hydroxide), Cl.NO (hydroxylamine hydrochloride), Cl (hydrochloric acid). The solvent is O (water). Yields the product CC(C=NO)(CCCCCCCCC(N)C(C)C)C (2,2-dimethyl-11-isopropyl-11-amino-undecanal oxime). The yield is 94.0%. Reaction SMILES: [CH3:1][C:2]1([CH3:17])[CH2:13][CH2:12][CH2:11][CH2:10][CH2:9][CH2:8][CH2:7][CH2:6][CH:5]([CH:14]([CH3:16])[CH3:15])[N:4]=[CH:3]1.Cl.[NH2:19][OH:20].Cl.[OH-].[Na+]>O>[CH3:1][C:2]([CH3:17])([CH2:13][CH2:12][CH2:11][CH2:10][CH2:9][CH2:8][CH2:7][CH2:6][CH:5]([CH:14]([CH3:16])[CH3:15])[NH2:4])[CH:3]=[N:19][OH:20] |f:1.2,4.5|. Procedure: The procedure described in Example 1(b) is repeated, except that 118.7 g (0.5 mol) of 3,3-dimethyl-12-isopropyl-1-aza-cyclododecene, 35 g (0.5 mol) of hydroxylamine hydrochloride, 55 g of 37% hydrochloric acid, 200 ml of water and 50 g (1.25 mols) of solid sodium hydroxide are used. Distillation yields 127 g (0.47 mol) of 2,2-dimethyl-11-isopropyl-11-amino-undecanal oxime; yield 94% of theory; boiling point 145° C./4 Pa; nD20 =1.4761. Starting materials: CC(=O)O, Nc1c(Cl)cc(C(F)(F)F)cc1Cl, Cl, O=N[O-], [NH4+], [Na+], [OH-], O, O, O=S(=O)(O)O, Cl[Sn]Cl. Yields the product NNc1c(Cl)cc(C(F)(F)F)cc1Cl. Reaction SMILES: [CH3:23][C:24](=[O:25])[OH:26].[Cl:1][c:2]1[c:3]([NH2:4])[c:5]([Cl:13])[cH:6][c:7]([C:9]([F:10])([F:11])[F:12])[cH:8]1.[ClH:32].[N:14]([O-:15])=[O:16].[NH4+:33].[Na+:17].[OH-:34].[OH2:18].[OH2:19].[S:27](=[O:28])(=[O:29])([OH:30])[OH:31].[Sn:20]([Cl:21])[Cl:22]>>[Cl:1][c:2]1[c:3]([NH:4][NH2:14])[c:5]([Cl:13])[cH:6][c:7]([C:9]([F:10])([F:11])[F:12])[cH:8]1. Starting materials: 2-ethoxyethanol ester, [N+](=O)([O-])C1=CC2=C(N(C=N2)[C@H](CC(=O)OC)C2=CC=CC=C2)C=C1 (methyl (3R)-3-(5-nitro-1H-benzimidazol-1-yl)-3-phenylpropanoate), N (ammonia), S(=O)([O-])S(=O)[O-].[Na+].[Na+] (sodium dithionite). Run in O1CCOCC1 (1,4-dioxane), O (water), [Cl-].[Na+].O (brine). Conditions: time 3 hour. Yields the product NC1=CC2=C(N(C=N2)[C@H](CC(=O)OC)C2=CC=CC=C2)C=C1 (Methyl (3R)-3-(5-amino-1H-benzimidazol-1-yl)-3-phenylpropanoate). As a reaction SMILES: [N+:1]([C:4]1[CH:24]=[CH:23][C:7]2[N:8]([C@@H:11]([C:17]3[CH:22]=[CH:21][CH:20]=[CH:19][CH:18]=3)[CH2:12][C:13]([O:15][CH3:16])=[O:14])[CH:9]=[N:10][C:6]=2[CH:5]=1)([O-])=O.N.S(S([O-])=O)([O-])=O.[Na+].[Na+]>O1CCOCC1.O.[Cl-].[Na+].O>[NH2:1][C:4]1[CH:24]=[CH:23][C:7]2[N:8]([C@@H:11]([C:17]3[CH:18]=[CH:19][CH:20]=[CH:21][CH:22]=3)[CH2:12][C:13]([O:15][CH3:16])=[O:14])[CH:9]=[N:10][C:6]=2[CH:5]=1 |f:2.3.4,7.8.9|. Procedure details: To a solution of the crude mixture of methyl (3R)-3-(5-nitro-1H-benzimidazol-1-yl)-3-phenylpropanoate and the corresponding 2-ethoxyethanol ester (714 mg, ca. 2.2 mmol) in a mixture of 1,4-dioxane (10 mL) and water (10 mL) was added concentrated ammonia solution (0.3 mL) and sodium dithionite (3.06 g, 17.6 mmol). The solution was stirred at room temperature for 3 hours, then diluted with brine, and extracted with ethyl acetate. The combined ethyl acetate extracts were dried over anhydrous magnes... Starting materials: CC(C)(C)[O-], Clc1ccnc(Cl)c1, [K+], Nc1ccc(O)cc1, CN(C)C=O. Yields the product Nc1ccc(Oc2ccnc(Cl)c2)cc1. Reaction SMILES: [CH3:9][C:10]([CH3:11])([O-:12])[CH3:13].[Cl:15][c:16]1[n:17][cH:18][cH:19][c:20]([Cl:22])[cH:21]1.[K+:14].[NH2:1][c:2]1[cH:3][cH:4][c:5]([OH:8])[cH:6][cH:7]1.[O:23]=[CH:24][N:25]([CH3:26])[CH3:27]>>[NH2:1][c:2]1[cH:3][cH:4][c:5]([O:8][c:20]2[cH:19][cH:18][n:17][c:16]([Cl:15])[cH:21]2)[cH:6][cH:7]1. The reactants are C(C)(C)(C)OC(=O)N[C@@H](C(=O)O[C@@H](CC1=C(C=[N+](C=C1Cl)[O-])Cl)C1=CC(=C(C=C1)OC(F)F)OCC1CC1)CC1=CC=CC=C1 (4-((S)-2-((R)-2-(tert-butoxycarbonylamino)-3-phenylpropanoyloxy)-2-(3-(cyclopropylmethoxy)-4-(difluoromethoxy)phenyl)ethyl)-3,5-dichloropyridine 1-oxide). The solvent is Cl (HCl), CCOC(=O)C (EtOAc). Reaction conditions: time 30 minute. The product is N[C@@H](C(=O)O[C@@H](CC1=C(C=[N+](C=C1Cl)[O-])Cl)C1=CC(=C(C=C1)OC(F)F)OCC1CC1)CC1=CC=CC=C1 (4-((S)-2-((R)-2-amino-3-phenylpropanoyloxy)-2-(3-(cyclopropylmethoxy)-4-(difluoromethoxy)phenyl)ethyl)-3,5-dichloropyridine 1-oxide), hydrochloride salt. Isolated yield 81.0%. As a reaction SMILES: C(OC([NH:8][C@H:9]([CH2:39][C:40]1[CH:45]=[CH:44][CH:43]=[CH:42][CH:41]=1)[C:10]([O:12][C@H:13]([C:24]1[CH:29]=[CH:28][C:27]([O:30][CH:31]([F:33])[F:32])=[C:26]([O:34][CH2:35][CH:36]2[CH2:38][CH2:37]2)[CH:25]=1)[CH2:14][C:15]1[C:20]([Cl:21])=[CH:19][N+:18]([O-:22])=[CH:17][C:16]=1[Cl:23])=[O:11])=O)(C)(C)C>Cl.CCOC(C)=O>[NH2:8][C@H:9]([CH2:39][C:40]1[CH:41]=[CH:42][CH:43]=[CH:44][CH:45]=1)[C:10]([O:12][C@H:13]([C:24]1[CH:29]=[CH:28][C:27]([O:30][CH:31]([F:33])[F:32])=[C:26]([O:34][CH2:35][CH:36]2[CH2:38][CH2:37]2)[CH:25]=1)[CH2:14][C:15]1[C:20]([Cl:21])=[CH:19][N+:18]([O-:22])=[CH:17][C:16]=1[Cl:23])=[O:11]. Reported procedure: 4-((S)-2-((R)-2-(tert-butoxycarbonylamino)-3-phenylpropanoyloxy)-2-(3-(cyclopropylmethoxy)-4-(difluoromethoxy)phenyl)ethyl)-3,5-dichloropyridine 1-oxide (2.9 g, 4.34 mmol) was dissolved in HCl 4M in EtOAc (15 ml). The reaction was stirred at RT for 30 minutes. A precipitate formed, and it was filtered and dried in the vacuum oven to give 4-((S)-2-((R)-2-amino-3-phenylpropanoyloxy)-2-(3-(cyclopropylmethoxy)-4-(difluoromethoxy)phenyl)ethyl)-3,5-dichloropyridine 1-oxide as an hydrochloride salt. (2... Starting materials: ClC1=CC=C(C=C1)S(=O)(=O)N1C2C(C(CC1CC(C2)C2=NC(=NO2)C)=O)=CO (9-[(4-Chlorophenyl)sulfonyl]-2-(hydroxymethylidene)-7-(3-methyl-1,2,4-oxadiazol-5-yl)-9-azabicyclo[3.3.1]nonan-3-one), C(C)(=O)O (acetic acid), O.NN (hydrazine monohydrate). Solvent: CCOC(=O)C (EtOAc), CCO (EtOH). Run at time 2 hour. The product is ClC1=CC=C(C=C1)S(=O)(=O)N1C2CC(CC1CC=1NN=CC12)C1=NC(=NO1)C (10-[(4-Chlorophenyl)sulfonyl]-6-(3-methyl-1,2,4-oxadiazol-5-yl)-4,5,6,7,8,9-hexahydro-1H-4,8-epiminocycloocta[c]pyrazole). Reaction SMILES: [Cl:1][C:2]1[CH:7]=[CH:6][C:5]([S:8]([N:11]2[CH:16]3[CH2:17][CH:18]([C:20]4[O:24][N:23]=[C:22]([CH3:25])[N:21]=4)[CH2:19][CH:12]2[C:13](=[CH:27]O)[C:14](=O)[CH2:15]3)(=[O:10])=[O:9])=[CH:4][CH:3]=1.C(O)(=O)C.O.[NH2:34][NH2:35]>CCO.CCOC(C)=O>[Cl:1][C:2]1[CH:3]=[CH:4][C:5]([S:8]([N:11]2[CH:16]3[CH2:15][C:14]4[NH:34][N:35]=[CH:27][C:13]=4[CH:12]2[CH2:19][CH:18]([C:20]2[O:24][N:23]=[C:22]([CH3:25])[N:21]=2)[CH2:17]3)(=[O:9])=[O:10])=[CH:6][CH:7]=1 |f:2.3|. Procedure: To a solution of 9-[(4-chlorophenyl)sulfonyl]-2-(hydroxymethylidene)-7-(3-methyl-1,2,4-oxadiazol-5-yl)-9-azabicyclo[3.3.1]nonan-3-one (53) (0.38 g, 0.902 mmol) in EtOH (5 mL) was added glacial acetic acid (0.1 mL) followed by hydrazine monohydrate (0.44 mL, 9.02 mmol). The reaction mixture was stirred at room temperature for 2 h and then at 50° C. for a further 2 h. The resulting solution was diluted with EtOAc and washed with H2O. The organic phase was dried (Na2SO4), filtered, concentrated and...